Dataset: the Open Reaction Database (ORD), a public repository of structured organic reaction records. Task: describe an organic reaction: reactants, conditions, products, and yield Starting materials: C=O (Formaldehyde), C1(CC1)N1C=NC2=C1C(=NC(=C2)C2=CC=C1C3(C(N(C1=C2)C)=O)CNC3)O[C@H](C)[C@H]3CNC(C3)=O (6′-(3-cyclopropyl-4-((R)-1-((R)-5-oxopyrrolidin-3-yl)ethoxy)-3H-imidazo[4,5-c]pyridin-6-yl)-1′-methylspiro[azetidine-3,3′-indolin]-2′-one), C(C)(=O)O[BH-](OC(C)=O)OC(C)=O.[Na+] (sodium triacetoxyborohydride). Solvent: O (water), C(C)(=O)OCC (ethyl acetate), ClCCCl (1,2-dichloroethane), O (water). Reaction conditions: time 15 minute. The product is C1(CC1)N1C=NC2=C1C(=NC(=C2)C2=CC=C1C3(C(N(C1=C2)C)=O)CN(C3)C)O[C@H](C)[C@H]3CNC(C3)=O (6′-(3-cyclopropyl-4-((R)-1-((R)-5-oxopyrrolidin-3-yl)ethoxy)-3H-imidazo[4,5-c]pyridin-6-yl)-1,1′-dimethylspiro[azetidine-3,3′-indolin]-2′-one). Reaction SMILES: C=O.[CH:3]1([N:6]2[C:10]3[C:11]([O:29][C@@H:30]([C@@H:32]4[CH2:36][C:35](=[O:37])[NH:34][CH2:33]4)[CH3:31])=[N:12][C:13]([C:15]4[CH:23]=[C:22]5[C:18]([C:19]6([CH2:28][NH:27][CH2:26]6)[C:20](=[O:25])[N:21]5[CH3:24])=[CH:17][CH:16]=4)=[CH:14][C:9]=3[N:8]=[CH:7]2)[CH2:5][CH2:4]1.[C:38](O[BH-](OC(=O)C)OC(=O)C)(=O)C.[Na+]>ClCCCl.O.C(OCC)(=O)C>[CH:3]1([N:6]2[C:10]3[C:11]([O:29][C@@H:30]([C@@H:32]4[CH2:36][C:35](=[O:37])[NH:34][CH2:33]4)[CH3:31])=[N:12][C:13]([C:15]4[CH:23]=[C:22]5[C:18]([C:19]6([CH2:26][N:27]([CH3:38])[CH2:28]6)[C:20](=[O:25])[N:21]5[CH3:24])=[CH:17][CH:16]=4)=[CH:14][C:9]=3[N:8]=[CH:7]2)[CH2:5][CH2:4]1 |f:2.3|. Procedure details: Formaldehyde in water (37%, 0.07 mL, 0.89 mmol) was added to a mixture of 6′-(3-cyclopropyl-4-((R)-1-((R)-5-oxopyrrolidin-3-yl)ethoxy)-3H-imidazo[4,5-c]pyridin-6-yl)-1′-methylspiro[azetidine-3,3′-indolin]-2′-one 3.85 (42 mg, 0.089 mmol) in 1,2-dichloroethane (1.5 mL). After 15 min, sodium triacetoxyborohydride (78 mg, 0.37 mmol) was added and mixture stirred at room temperature overnight. The reaction mixture was then diluted with water and ethyl acetate. The phases were separated, and the aqueo... The reactants are FC1=C(C=C(C=C1)C1=CC(CC(C1)(C)C)(C)C)C (1-fluoro-2-methyl-4-(3,3,5,5-tetramethylcyclohex-1-en-1-yl)benzene), OP(=O)([O-])[O-].[K+].[K+] (K2HPO4), ClC1=CC(=CC=C1)C(=O)OO (meta-chloroperbenzoic acid). Run in C(Cl)Cl (CH2Cl2), C(Cl)Cl (CH2Cl2). Run at time 14 hour. Yields the product FC1=C(C=C(C=C1)C12C(C(CC(C1)(C)C)(C)C)O2)C (2-(4-fluoro-3-methylphenyl)-4,4,6,6-tetramethyl-1-epoxycyclohexane). The yield is 87.5%. As a reaction SMILES: ClC1C=CC=C(C(OO)=[O:9])C=1.[F:12][C:13]1[CH:18]=[CH:17][C:16]([C:19]2[CH2:24][C:23]([CH3:26])([CH3:25])[CH2:22][C:21]([CH3:28])([CH3:27])[CH:20]=2)=[CH:15][C:14]=1[CH3:29].OP([O-])([O-])=O.[K+].[K+]>C(Cl)Cl>[F:12][C:13]1[CH:18]=[CH:17][C:16]([C:19]23[O:9][CH:20]2[C:21]([CH3:28])([CH3:27])[CH2:22][C:23]([CH3:25])([CH3:26])[CH2:24]3)=[CH:15][C:14]=1[CH3:29] |f:2.3.4|. Reported procedure: A solution of meta-chloroperbenzoic acid (20 g, 90 mmol) in 250 ml of CH2Cl2 is added dropwise to a cooled (0° C.) solution of 1-fluoro-2-methyl-4-(3,3,5,5-tetramethylcyclohex-1-en-1-yl)benzene (15 g, 61 mmol) and K2HPO4 (21 g, 90 mmol) in dry CH2Cl2 (100 ml). The resulting milky solution is stirred at room temperature for 14 hours, filtered and washed successively with 5% cold NaOH (2×50 ml), H2O (2×50 ml) and brine (75 ml). The CH2Cl2 fraction is dried (MgSO4), and the solvent is removed under...